This data is from the Open Reaction Database (ORD), a public repository of structured organic reaction records. The task is: describe an organic reaction: reactants, conditions, products, and yield The reactants are C(C)(C)(C)C1=CN=C(S1)NC(C1=C(C=CC(=C1)Cl)OC)=O (N-(5-tert-butylthiazol-2-yl)-5-chloro-2-methoxybenzamide), CC(C)([O-])C.[K+] (potassium tert-butoxide), ClCC=1N=CSC1 (4-(chloromethyl)thiazole), Cl (HCl). Reagents/catalysts: [I-].C(CCC)[N+](CCCC)(CCCC)CCCC (tetrabutylammonium iodide). Run in CN(C)C=O.C1CCOC1 (DMF THF), C(C)(=O)OCC (ethyl acetate). Conditions: temperature 80 celsius, time 16 hour. The product is C(C)(C)(C)C1=CN(/C(/S1)=N/C(C1=C(C=CC(=C1)Cl)OC)=O)CC=1N=CSC1 (N-[(2Z)-5-tert-butyl-3-(1,3-thiazol-4-ylmethyl)-1,3-thiazol-2(3H)-ylidene]-5-chloro-2-methoxybenzamide). Reaction SMILES: [C:1]([C:5]1[S:9][C:8]([NH:10][C:11](=[O:21])[C:12]2[CH:17]=[C:16]([Cl:18])[CH:15]=[CH:14][C:13]=2[O:19][CH3:20])=[N:7][CH:6]=1)([CH3:4])([CH3:3])[CH3:2].CC(C)([O-])C.[K+].Cl.Cl[CH2:30][C:31]1[N:32]=[CH:33][S:34][CH:35]=1>CN(C=O)C.C1COCC1.[I-].C([N+](CCCC)(CCCC)CCCC)CCC.C(OCC)(=O)C>[C:1]([C:5]1[S:9]/[C:8](=[N:10]\[C:11](=[O:21])[C:12]2[CH:17]=[C:16]([Cl:18])[CH:15]=[CH:14][C:13]=2[O:19][CH3:20])/[N:7]([CH2:30][C:31]2[N:32]=[CH:33][S:34][CH:35]=2)[CH:6]=1)([CH3:4])([CH3:2])[CH3:3] |f:1.2,5.6,7.8|. Procedure details: To a solution of Example 74B (0.75 g, 2.31 mmol) in DMF/THF (1:4, 20 mL) were added potassium tert-butoxide (0.77 g, 6.93 mmol), tetrabutylammonium iodide (0.09, 0.23 mmol) and the commercially available HCl salt of 4-(chloromethyl)thiazole (TCI-US, 0.59 g, 3.46 mmol). The reaction mixture was stirred at 80° C. for 16 hours, cooled, diluted with ethyl acetate (20 mL) and quenched with saturated aqueous NaHCO3 (20 mL). The aqueous layer was extracted with ethyl acetate (2×20 mL). The combined org...